This data is from the Open Reaction Database (ORD), a public repository of structured organic reaction records. The task is: describe an organic reaction: reactants, conditions, products, and yield As a reaction SMILES: [C:46]([c:47]1[cH:48][cH:49][cH:50][cH:51][cH:52]1)(=[O:53])[O:54][CH:55]1[CH:56]([C:73](=[O:74])[NH:75][CH2:76][CH3:77])[O:57][CH:58]([O:69][C:70](=[O:71])[CH3:72])[CH:59]1[O:60][C:61]([c:62]1[cH:63][cH:64][cH:65][cH:66][cH:67]1)=[O:68].[C:78]([O:79][CH:80]1[CH:81]([O:82][C:83](=[O:84])[c:85]2[cH:86][cH:87][cH:88][cH:89][cH:90]2)[CH:91]([O:92][C:93](=[O:94])[CH3:95])[O:96][CH:97]1[C:98]([NH:99][CH2:100][CH3:101])=[O:102])(=[O:103])[c:104]1[cH:105][cH:106][cH:107][cH:108][cH:109]1.[CH3:122][C:123]#[N:124].[CH3:125][CH2:126][O:127][C:128](=[O:129])[CH3:130].[F:110][C:111]([F:112])([F:113])[S:114]([O:115][Si:116]([CH3:117])([CH3:118])[CH3:119])(=[O:120])=[O:121].[N:1]1([CH:2]2[CH2:3][CH2:4][CH2:5][CH2:6][CH2:7][CH2:8][CH2:9][CH2:10][CH2:11][CH2:12]2)[CH2:13][CH2:14][CH2:15][CH2:16][CH2:17][CH2:18][CH2:19][CH2:20][CH2:21][NH:22]1.[c:23]1([CH2:33][NH:34][c:35]2[c:36]3[n:37][cH:38][nH:39][c:40]3[n:41][c:42]([C:44]#[N:45])[n:43]2)[cH:24][cH:25][cH:26][c:27]2[cH:28][cH:29][cH:30][cH:31][c:32]12>>[c:23]1([CH2:33][NH:34][c:35]2[c:36]3[n:37][cH:38][n:39]([CH:58]4[O:57][CH:56]([C:73](=[O:74])[NH:75][CH2:76][CH3:77])[CH:55]([O:54][C:46]([c:47]5[cH:48][cH:49][cH:50][cH:51][cH:52]5)=[O:53])[CH:59]4[O:60][C:61]([c:62]4[cH:63][cH:64][cH:65][cH:66][cH:67]4)=[O:68])[c:40]3[n:41][c:42]([C:44]#[N:45])[n:43]2)[cH:24][cH:25][cH:26][c:27]2[cH:28][cH:29][cH:30][cH:31][c:32]12. The reactants are CCNC(=O)C1OC(OC(C)=O)C(OC(=O)c2ccccc2)C1OC(=O)c1ccccc1, CCNC(=O)C1OC(OC(C)=O)C(OC(=O)c2ccccc2)C1OC(=O)c1ccccc1, CC#N, CCOC(C)=O, C[Si](C)(C)OS(=O)(=O)C(F)(F)F, C1CCCCCC(N2CCCCCCCCCN2)CCCC1, N#Cc1nc(NCc2cccc3ccccc23)c2nc[nH]c2n1. Product: CCNC(=O)C1OC(n2cnc3c(NCc4cccc5ccccc45)nc(C#N)nc32)C(OC(=O)c2ccccc2)C1OC(=O)c1ccccc1. Reactants: CC1CCC(C(=O)O)CC1, CCOCC, O=S(Cl)Cl, c1ccncc1. Yields the product CC1CCC(C(=O)Cl)CC1. RXN SMILES: [CH3:1][CH:2]1[CH2:3][CH2:4][CH:5]([C:8](=[O:9])[OH:10])[CH2:6][CH2:7]1.[CH3:21][CH2:22][O:23][CH2:24][CH3:25].[S:11]([Cl:12])([Cl:13])=[O:14].[cH:15]1[cH:16][cH:17][n:18][cH:19][cH:20]1>>[CH3:1][CH:2]1[CH2:3][CH2:4][CH:5]([C:8](=[O:10])[Cl:13])[CH2:6][CH2:7]1. Reactants: BrB(Br)Br, O=C([O-])O, COc1cccc2c1c(NS(=O)(=O)c1ccc(Cl)s1)nn2Cc1cccc(C(N)=O)c1, ClCCl, [Na+]. Yields the product NC(=O)c1cccc(Cn2nc(NS(=O)(=O)c3ccc(Cl)s3)c3c(O)cccc32)c1. Reaction SMILES: [B:32]([Br:33])([Br:34])[Br:35].[C:36](=[O:37])([OH:38])[O-:39].[Cl:1][c:2]1[cH:3][cH:4][c:5]([S:7](=[O:8])(=[O:9])[NH:10][c:11]2[n:12][n:13]([CH2:22][c:23]3[cH:24][c:25]([C:26](=[O:27])[NH2:28])[cH:29][cH:30][cH:31]3)[c:14]3[cH:15][cH:16][cH:17][c:18]([O:20][CH3:21])[c:19]23)[s:6]1.[Cl:41][CH2:42][Cl:43].[Na+:40]>>[Cl:1][c:2]1[cH:3][cH:4][c:5]([S:7](=[O:8])(=[O:9])[NH:10][c:11]2[n:12][n:13]([CH2:22][c:23]3[cH:24][c:25]([C:26](=[O:27])[NH2:28])[cH:29][cH:30][cH:31]3)[c:14]3[cH:15][cH:16][cH:17][c:18]([OH:20])[c:19]23)[s:6]1. Reactants: C(C)(C)(C)[C@@H]1N[C@](C(N1C)=O)(C)CCCCCl ((2R,5R)-2-(tert-butyl)-5-(4-chlorobutyl)-3,5-dimethylimidazolidin-4-one), C(=O)([O-])[O-].[Na+].[Na+] (Na2CO3), [Na+].[I-] (NaI), O (water). Run in CC#N (MeCN). Conditions: temperature 80 celsius. Yields the product C(C)(C)(C)C1N(C(C2(N1CCCC2)C)=O)C (3-(tert-butyl)-2,8a-dimethylhexahydroimidazo[1,5-a]pyridin-1(5H)-one). Isolated yield 83.1%. RXN SMILES: [C:1]([C@H:5]1[N:9]([CH3:10])[C:8](=[O:11])[C@:7]([CH2:13][CH2:14][CH2:15][CH2:16]Cl)([CH3:12])[NH:6]1)([CH3:4])([CH3:3])[CH3:2].C([O-])([O-])=O.[Na+].[Na+].[Na+].[I-].O>CC#N>[C:1]([CH:5]1[N:6]2[CH2:16][CH2:15][CH2:14][CH2:13][C:7]2([CH3:12])[C:8](=[O:11])[N:9]1[CH3:10])([CH3:4])([CH3:3])[CH3:2] |f:1.2.3,4.5|. Procedure details: To a solution of (2R,5R)-2-(tert-butyl)-5-(4-chlorobutyl)-3,5-dimethylimidazolidin-4-one (D45) (310 mg, 1.18 mmol) in dry MeCN (4 ml), anhydrous Na2CO3 (63 mg, 0.6 mmol) and NaI (178 mg, 1.18 mmol) were added sequentially. The solution was heated at 80° C. for 12 hrs. The reaction was allowed to cool at RT, poured into water (10 ml) and extracted with Et2O (3×10 ml). The organic phases were collected, washed with NaCl sat sol, dried over Na2SO4 and evaporated in vacuo to afford the title compoun... Starting materials: CC(C)(C)c1ccc(C(=O)NN)cc1, CC(=O)O, O=C1Nc2ccc(I)cc2C1=O. The product is CC(C)(C)c1ccc(C(=O)NN=C2C(=O)Nc3ccc(I)cc32)cc1. As a reaction SMILES: [C:13]([CH3:14])([CH3:15])([CH3:16])[c:17]1[cH:18][cH:19][c:20]([C:21](=[O:22])[NH:23][NH2:24])[cH:25][cH:26]1.[CH3:27][C:28](=[O:29])[OH:30].[I:1][c:2]1[cH:3][c:4]2[c:8]([cH:9][cH:10]1)[NH:7][C:6](=[O:11])[C:5]2=[O:12]>>[I:1][c:2]1[cH:3][c:4]2[c:8]([cH:9][cH:10]1)[NH:7][C:6](=[O:11])[C:5]2=[N:24][NH:23][C:21]([c:20]1[cH:19][cH:18][c:17]([C:13]([CH3:14])([CH3:15])[CH3:16])[cH:26][cH:25]1)=[O:22]. The reactants are FC1=C(C=C)C=CC=C1 (2-fluoro-styrene), COC(C1=C(C=CC(=C1)Br)NC(CC)=O)=O (5-bromo-2-propionylamino-benzoic acid methyl ester), C([O-])([O-])=O.[K+].[K+] (potassium carbonate), C(CCC)N(CCCC)CCCC (tri-n-butyl amine), [OH-].[Na+] (NaOH). Reagents/catalysts: Cl[Pd]([P](C1=CC=CC=C1)(C2=CC=CC=C2)C3=CC=CC=C3)([P](C4=CC=CC=C4)(C5=CC=CC=C5)C6=CC=CC=C6)Cl (PdCl2(PPh3)2). Solvent: O (Water), CN(C)C=O (DMF), O (Water). Run at temperature 150 celsius, time 18 hour. The product is FC1=C(C=CC=C1)/C=C/C=1C=CC(=C(C(=O)O)C1)NC(CC)=O (5-[(E)-2-(2-Fluoro-phenyl)-vinyl]-2-propionylamino-benzoic Acid). RXN SMILES: C[O:2][C:3](=[O:16])[C:4]1[CH:9]=[C:8](Br)[CH:7]=[CH:6][C:5]=1[NH:11][C:12](=[O:15])[CH2:13][CH3:14].C(=O)([O-])[O-].[K+].[K+].C(N(CCCC)CCCC)CCC.[F:36][C:37]1[CH:44]=[CH:43][CH:42]=[CH:41][C:38]=1[CH:39]=[CH2:40].[OH-].[Na+]>CN(C=O)C.Cl[Pd](Cl)([P](C1C=CC=CC=1)(C1C=CC=CC=1)C1C=CC=CC=1)[P](C1C=CC=CC=1)(C1C=CC=CC=1)C1C=CC=CC=1.O>[F:36][C:37]1[CH:44]=[CH:43][CH:42]=[CH:41][C:38]=1/[CH:39]=[CH:40]/[C:8]1[CH:7]=[CH:6][C:5]([NH:11][C:12](=[O:15])[CH2:13][CH3:14])=[C:4]([CH:9]=1)[C:3]([OH:2])=[O:16] |f:1.2.3,6.7,^1:54,73|. Reported procedure: To a mixture of 5-bromo-2-propionylamino-benzoic acid methyl ester (1.0 g, 3.50 mmol), potassium carbonate (532 mg, 3.85 mmol), tri-n-butyl amine (0.917 mL, 3.85 mmol) and PdCl2(PPh3)2 (35 mg, 0.05 mmol) in DMF (20 mL) was added 2-fluoro-styrene (0.50 mL, 4.2 mmol). The reaction mixture was heated to 150° C. and left at this temperature for 18 hours. after which it was allowed to reach room temperature. Water (10 mL) and 5M NaOH (2 mL) were added and the temperature was once again raised to 150°...